This data is from the Open Reaction Database (ORD), a public repository of structured organic reaction records. The task is: describe an organic reaction: reactants, conditions, products, and yield RXN SMILES: [Br:1][c:2]1[cH:3][cH:4][c:5]([CH3:14])[c:6]2[c:7]1[CH:8]([OH:13])[CH2:9][CH2:10][CH2:11][CH2:12]2.[CH3:27][c:28]1[cH:29][cH:30][cH:31][cH:32][cH:33]1.[OH2:15].[c:16]1([CH3:17])[cH:18][cH:19][c:20]([S:21]([OH:22])(=[O:23])=[O:24])[cH:25][cH:26]1>>[Br:1][c:2]1[cH:3][cH:4][c:5]([CH3:14])[c:6]2[c:7]1[CH:8]=[CH:9][CH2:10][CH2:11][CH2:12]2. Reactants: Cc1ccc(Br)c2c1CCCCC2O, Cc1ccccc1, O, Cc1ccc(S(=O)(=O)O)cc1. The product is Cc1ccc(Br)c2c1CCCC=C2. Starting materials: C#C[Si](C)(C)C, COC(=O)c1cnc(N)c(I)c1, CCN(C(C)C)C(C)C, CN(C)C=O, [Cu]I, c1ccc(P(c2ccccc2)(c2ccccc2)[Pd](P(c2ccccc2)(c2ccccc2)c2ccccc2)(P(c2ccccc2)(c2ccccc2)c2ccccc2)P(c2ccccc2)(c2ccccc2)c2ccccc2)cc1. Product: COC(=O)c1cnc(N)c(C#C[Si](C)(C)C)c1. RXN SMILES: [CH3:1][Si:2]([CH3:3])([CH3:4])[C:5]#[CH:6].[CH3:7][O:8][C:9]([c:10]1[cH:11][n:12][c:13]([NH2:17])[c:14]([I:16])[cH:15]1)=[O:18].[CH:19]([N:20]([CH:21]([CH3:22])[CH3:23])[CH2:24][CH3:25])([CH3:26])[CH3:27].[CH:28]([N:29]([CH3:30])[CH3:31])=[O:32].[Cu:33][I:34].[cH:35]1[cH:36][cH:37][c:38]([P:39]([Pd:40]([P:41]([c:42]2[cH:43][cH:44][cH:45][cH:46][cH:47]2)([c:48]2[cH:49][cH:50][cH:51][cH:52][cH:53]2)[c:54]2[cH:55][cH:56][cH:57][cH:58][cH:59]2)([P:60]([c:61]2[cH:62][cH:63][cH:64][cH:65][cH:66]2)([c:67]2[cH:68][cH:69][cH:70][cH:71][cH:72]2)[c:73]2[cH:74][cH:75][cH:76][cH:77][cH:78]2)[P:79]([c:80]2[cH:81][cH:82][cH:83][cH:84][cH:85]2)([c:86]2[cH:87][cH:88][cH:89][cH:90][cH:91]2)[c:92]2[cH:93][cH:94][cH:95][cH:96][cH:97]2)([c:98]2[cH:99][cH:100][cH:101][cH:102][cH:103]2)[c:104]2[cH:105][cH:106][cH:107][cH:108][cH:109]2)[cH:110][cH:111]1>>[CH3:1][Si:2]([CH3:3])([CH3:4])[C:5]#[C:6][c:14]1[c:13]([NH2:17])[n:12][cH:11][c:10]([C:9]([O:8][CH3:7])=[O:18])[cH:15]1. Starting materials: COC(=O)CC1CCC(C)(C)CC1, [Na+], [OH-]. Product: CC1(C)CCC(CC(=O)O)CC1. RXN SMILES: [CH3:1][O:2][C:3]([CH2:4][CH:5]1[CH2:6][CH2:7][C:8]([CH3:11])([CH3:12])[CH2:9][CH2:10]1)=[O:13].[Na+:15].[OH-:14]>>[O:2]=[C:3]([CH2:4][CH:5]1[CH2:6][CH2:7][C:8]([CH3:11])([CH3:12])[CH2:9][CH2:10]1)[OH:13]. Starting materials: NC=1C(N(C(N(C1N)CC)=O)CC)=O (5,6-diamino-1,3-diethyluracil), COC1=C(C=CC(=O)O)C=CC=C1OC (2,3dimethoxycinnamic acid). The product is COC1=C(/C=C/C2=NC=3N(C(N(C(C3N2)=O)CC)=O)CC)C=CC=C1OC ((E)-8 -(2,3-Dimethoxystyryl)-1,3-diethylxanthine). Yield: 46.0%. RXN SMILES: [NH2:1][C:2]1[C:3](=[O:14])[N:4]([CH2:12][CH3:13])[C:5](=[O:11])[N:6]([CH2:9][CH3:10])[C:7]=1[NH2:8].[CH3:15][O:16][C:17]1[C:27]([O:28][CH3:29])=[CH:26][CH:25]=[CH:24][C:18]=1[CH:19]=[CH:20][C:21](O)=O>>[CH3:15][O:16][C:17]1[C:27]([O:28][CH3:29])=[CH:26][CH:25]=[CH:24][C:18]=1/[CH:19]=[CH:20]/[C:21]1[NH:1][C:2]2[C:3](=[O:14])[N:4]([CH2:12][CH3:13])[C:5](=[O:11])[N:6]([CH2:9][CH3:10])[C:7]=2[N:8]=1. Procedure: Substantially the same procedure as in Example 7 was repeated using 2.0 g (10.1 mmol) of 5,6-diamino-1,3-diethyluracil and 2.52 g (12.1 mmol) of 2,3dimethoxycinnamic acid. Then, the resultant crude crystals were recrystallized from dimethylsulfoxide/water to give 1.72 g (yield 46%) of Compound 66 as a white powder. The reactants are CCOCC, [H-], CI, [Na+], C1CCOC1, COC1C(O)CCC2(CO2)C1C1(C)OC1CC=C(C)C. Yields the product COC1CCC2(CO2)C(C2(C)OC2CC=C(C)C)C1OC. RXN SMILES: [CH3:30][CH2:31][O:32][CH2:33][CH3:34].[H-:26].[I:28][CH3:29].[Na+:27].[O:21]1[CH2:22][CH2:25][CH2:24][CH2:23]1.[OH:1][CH:2]1[CH:3]([O:19][CH3:20])[CH:4]([C:10]2([CH3:18])[O:11][CH:12]2[CH2:13][CH:14]=[C:15]([CH3:16])[CH3:17])[C:5]2([CH2:6][O:7]2)[CH2:8][CH2:9]1>>[O:1]([CH:2]1[CH:3]([O:19][CH3:20])[CH:4]([C:10]2([CH3:18])[O:11][CH:12]2[CH2:13][CH:14]=[C:15]([CH3:16])[CH3:17])[C:5]2([CH2:6][O:7]2)[CH2:8][CH2:9]1)[CH3:22]. The reactants are COC=1C=C(C=CC1OC)C1(OCCCO1)C1=NC(=CC=C1)CCC1=CC=CC=C1 (2-(3,4-dimethoxyphenyl)-2-(6-phenylethyl-2-pyridyl)-1,3-dioxane), Br (hydrobromic acid). Yields the product Br.C1(=CC=CC=C1)CCC1=CC=CC(=N1)C(=O)C1=CC(=C(C=C1)O)O ((3,4-dihydroxyphenyl) (6-phenylethyl-2-pyridyl) ketone hydrobromide). Reaction SMILES: C[O:2][C:3]1[CH:4]=[C:5]([C:11]2([C:17]3[CH:22]=[CH:21][CH:20]=[C:19]([CH2:23][CH2:24][C:25]4[CH:30]=[CH:29][CH:28]=[CH:27][CH:26]=4)[N:18]=3)OCCC[O:12]2)[CH:6]=[CH:7][C:8]=1[O:9]C.[BrH:31]>>[BrH:31].[C:25]1([CH2:24][CH2:23][C:19]2[N:18]=[C:17]([C:11]([C:5]3[CH:6]=[CH:7][C:8]([OH:9])=[C:3]([OH:2])[CH:4]=3)=[O:12])[CH:22]=[CH:21][CH:20]=2)[CH:30]=[CH:29][CH:28]=[CH:27][CH:26]=1 |f:2.3|. Reported procedure: A solution of 3.5 g. of 2-(3,4-dimethoxyphenyl)-2-(6-phenylethyl-2-pyridyl)-1,3-dioxane in 20 ml. of 48% hydrobromic acid was heated under reflux for 20 hours. The solvent was removed under reduced pressure and industrial methylated spirit was evaporated several times from the residue which crystallized upon trituration with ethyl acetate. Recrystallization from methanolethyl acetate yielded (3,4-dihydroxyphenyl) (6-phenylethyl-2-pyridyl) ketone hydrobromide, m.p. 181°C. Analysis: Calculated for... Reactants: CCCCCC, Cc1ccsc1-c1ccc(C(C)C=O)cc1, ClC(Cl)Cl, [O-][Cl+][O-], NS(=O)(=O)O, [Na+], [Na+], O, O=S([O-])O. The product is Cc1ccsc1-c1ccc(C(C)C(=O)O)cc1. As a reaction SMILES: [CH3:36][CH2:37][CH2:38][CH2:39][CH2:40][CH3:41].[CH3:6][c:7]1[c:8](-[c:12]2[cH:13][cH:14][c:15]([CH:18]([CH:19]=[O:20])[CH3:21])[cH:16][cH:17]2)[s:9][cH:10][cH:11]1.[CH:32]([Cl:33])([Cl:34])[Cl:35].[Cl+:22]([O-:23])[O-:24].[NH2:1][S:2](=[O:3])(=[O:4])[OH:5].[Na+:25].[Na+:26].[OH2:31].[OH:27][S:28](=[O:29])[O-:30]>>[CH3:6][c:7]1[c:8](-[c:12]2[cH:13][cH:14][c:15]([CH:18]([C:19](=[O:20])[OH:23])[CH3:21])[cH:16][cH:17]2)[s:9][cH:10][cH:11]1.